From a dataset of the Open Reaction Database (ORD), a public repository of structured organic reaction records. describe an organic reaction: reactants, conditions, products, and yield Reactants: NCCN1C(S\C(\C1=O)=C/C=1C=C2C=NN(C2=CC1)CC1=C(C=C(C=C1)Cl)C(F)(F)F)=O (3-(2-aminoethyl)-(5Z)-5-({1-[4-chloro-2-(trifluoromethyl)benzyl]-1H-indazol-5-yl}methylidene)-1,3-thiazolidine-2,4-dione), N1(CCOCC1)S(=O)(=O)Cl (morpholine-4-sulfonyl chloride). Product: ClC1=CC(=C(CN2N=CC3=CC(=CC=C23)\C=C/2\C(N(C(S2)=O)CCNS(=O)(=O)N2CCOCC2)=O)C=C1)C(F)(F)F (N-{2-[(5Z)-5-({1-[4-Chloro-2-(trifluoromethyl)benzyl]-1H-indazol-5-yl}methylidene)-2,4-dioxo-1,3-thiazolidin-3-yl]ethyl}morpholine-4-sulfonamide). As a reaction SMILES: [NH2:1][CH2:2][CH2:3][N:4]1[C:8](=[O:9])/[C:7](=[CH:10]/[C:11]2[CH:12]=[C:13]3[C:17](=[CH:18][CH:19]=2)[N:16]([CH2:20][C:21]2[CH:26]=[CH:25][C:24]([Cl:27])=[CH:23][C:22]=2[C:28]([F:31])([F:30])[F:29])[N:15]=[CH:14]3)/[S:6][C:5]1=[O:32].[N:33]1([S:39](Cl)(=[O:41])=[O:40])[CH2:38][CH2:37][O:36][CH2:35][CH2:34]1>>[Cl:27][C:24]1[CH:25]=[CH:26][C:21]([CH2:20][N:16]2[C:17]3[C:13](=[CH:12][C:11](/[CH:10]=[C:7]4/[C:8](=[O:9])[N:4]([CH2:3][CH2:2][NH:1][S:39]([N:33]5[CH2:38][CH2:37][O:36][CH2:35][CH2:34]5)(=[O:41])=[O:40])[C:5](=[O:32])[S:6]/4)=[CH:19][CH:18]=3)[CH:14]=[N:15]2)=[C:22]([C:28]([F:30])([F:29])[F:31])[CH:23]=1. Reported procedure: N-{2-[(5Z)-5-({1-[4-Chloro-2-(trifluoromethyl)benzyl]-1H-indazol-5-yl}methylidene)-2,4-dioxo-1,3-thiazolidin-3-yl]ethyl}morpholine-4-sulfonamide was prepared from 3-(2-aminoethyl)-(5Z)-5-({1-[4-chloro-2-(trifluoromethyl)benzyl]-1H-indazol-5-yl}methylidene)-1,3-thiazolidine-2,4-dione (from Example 49) and morpholine-4-sulfonyl chloride following General Procedure U. The product is CC(Sc1c(Cl)ccc2c1CCN(C(=O)OC(C)(C)C)CC2)c1ccc(C(=O)CC(C)(C)C)cc1. RXN SMILES: [Br:30][CH:31]([CH3:32])[c:33]1[cH:34][cH:35][c:36]([C:39]([CH2:40][C:41]([CH3:42])([CH3:43])[CH3:44])=[O:45])[cH:37][cH:38]1.[C:1]([CH3:2])([CH3:3])([CH3:4])[O:5][C:6](=[O:7])[N:8]1[CH2:9][CH2:10][c:11]2[c:12]([c:15]([S:20][C:21](=[O:22])[N:23]([CH3:24])[CH3:25])[c:16]([Cl:19])[cH:17][cH:18]2)[CH2:13][CH2:14]1.[CH2:99]1[O:100][CH2:101][CH2:102][CH2:103]1.[CH3:89][OH:90].[CH3:93][CH2:94][O:95][C:96]([CH3:97])=[O:98].[Cl-:91].[H-:28].[K+:27].[NH4+:92].[Na+:29].[O:81]=[C:82]1[N:83]([Br:84])[C:85](=[O:86])[CH2:87][CH2:88]1.[OH-:26].[OH:46][CH:47]([c:48]1[cH:49][cH:50][c:51]([C:52](=[O:53])[CH2:54][C:55]([CH3:56])([CH3:57])[CH3:58])[cH:59][cH:60]1)[CH3:61].[c:62]1([P:63]([c:64]2[cH:65][cH:66][cH:67][cH:68][cH:69]2)[c:70]2[cH:71][cH:72][cH:73][cH:74][cH:75]2)[cH:76][cH:77][cH:78][cH:79][cH:80]1>>[C:1]([CH3:2])([CH3:3])([CH3:4])[O:5][C:6](=[O:7])[N:8]1[CH2:9][CH2:10][c:11]2[c:12]([c:15]([S:20][CH:31]([CH3:32])[c:33]3[cH:34][cH:35][c:36]([C:39]([CH2:40][C:41]([CH3:42])([CH3:43])[CH3:44])=[O:45])[cH:37][cH:38]3)[c:16]([Cl:19])[cH:17][cH:18]2)[CH2:13][CH2:14]1. Starting materials: CC(Br)c1ccc(C(=O)CC(C)(C)C)cc1, CN(C)C(=O)Sc1c(Cl)ccc2c1CCN(C(=O)OC(C)(C)C)CC2, C1CCOC1, CO, CCOC(C)=O, [Cl-], [H-], [K+], [NH4+], [Na+], O=C1CCC(=O)N1Br, [OH-], CC(O)c1ccc(C(=O)CC(C)(C)C)cc1, c1ccc(P(c2ccccc2)c2ccccc2)cc1. Starting materials: Cl (hydrochloric acid), FC1=CC=C(C=C1)CC#N (4-fluorophenylacetonitrile), N1=C(C=CC=C1)C(=O)OCC (ethyl picolinate), [O-]CC.[Na+] (sodium ethoxide). Run in C(C)O (ethyl alcohol), C(C)O (ethyl alcohol). Product: FC1=CC=C(C=C1)CC(=O)C1=NC=CC=C1 (2-(4-Fluorophenyl)-1-pyridin-2-yl-ethanone). The yield is 41.9%. As a reaction SMILES: [F:1][C:2]1[CH:7]=[CH:6][C:5]([CH2:8]C#N)=[CH:4][CH:3]=1.[N:11]1[CH:16]=[CH:15][CH:14]=[CH:13][C:12]=1[C:17]([O:19]CC)=O.[O-]CC.[Na+].Cl>C(O)C>[F:1][C:2]1[CH:7]=[CH:6][C:5]([CH2:8][C:17]([C:12]2[CH:13]=[CH:14][CH:15]=[CH:16][N:11]=2)=[O:19])=[CH:4][CH:3]=1 |f:2.3|. Procedure details: Combine a solution of 4-fluorophenylacetonitrile (1.00 g, 7.4 mmol) and ethyl picolinate (1.12 g, 7.4 mmol) in absolute ethyl alcohol (15 mL) under N2 with 21 wt % sodium ethoxide solution in denatured ethyl alcohol (4.2 mL, 11.1 mmol) and heat to reflux for 2 hours, then pour onto ice. Adjust the pH to 4 with concentrated hydrochloric acid and collect the precipitate by vacuum filtration. Dissolve the residue in 48% aqueous hydrobromic acid (25 mL) and heat to reflux for 2 hours. Pour the solut... Starting materials: Cc1ccc(S(=O)(=O)OCC2COc3c(Cl)cc(S(C)(=O)=O)cc3O2)cc1, CCCNC. The product is CCCN(C)CC1COc2c(Cl)cc(S(C)(=O)=O)cc2O1. Reaction SMILES: [CH3:1][c:2]1[cH:3][cH:4][c:5]([S:6]([O:7][CH2:12][CH:13]2[CH2:14][O:15][c:16]3[c:17]([cH:19][c:20]([S:24](=[O:25])(=[O:26])[CH3:27])[cH:21][c:22]3[Cl:23])[O:18]2)(=[O:8])=[O:9])[cH:10][cH:11]1.[CH3:28][NH:29][CH2:30][CH2:31][CH3:32]>>[CH2:12]([CH:13]1[CH2:14][O:15][c:16]2[c:17]([cH:19][c:20]([S:24](=[O:25])(=[O:26])[CH3:27])[cH:21][c:22]2[Cl:23])[O:18]1)[N:29]([CH3:28])[CH2:30][CH2:31][CH3:32]. The reactants are C(C)(C)(C)OC(=O)N1C2CNC(C1)C2 (2,5-Diaza-bicyclo[2.2.1]heptane-2-carboxylic acid tert-butyl ester), FC=1C=C(C=CC1)Br (3-fluoro-phenylbromide), Pd(AcO), C(C)(C)(C)P(C1=C(C=CC=C1)C1=CC=CC=C1)C(C)(C)C (2-(di-t-butylphosphino)biphenyl), CC(C)([O-])C.[Na+] (sodium t-butoxide), C(=O)(C(F)(F)F)O (TFA). The solvent is C1(=CC=CC=C1)C (toluene). Run at time 1 hour. The product is FC=1C=C(C=CC1)N1C2CNC(C1)C2 (2-(3-Fluoro-phenyl)-2,5-diaza-bicyclo[2.2.1]heptane). The yield is 62.4%. Reaction SMILES: C(O[C:6]([N:8]1[CH2:13][CH:12]2[CH2:14][CH:9]1[CH2:10][NH:11]2)=O)(C)(C)C.[F:15][C:16]1[CH:17]=C(Br)[CH:19]=[CH:20][CH:21]=1.C(P(C(C)(C)C)C1C=CC=CC=1C1C=CC=CC=1)(C)(C)C.CC(C)([O-])C.[Na+].C(O)(C(F)(F)F)=O>C1(C)C=CC=CC=1>[F:15][C:16]1[CH:17]=[C:6]([N:8]2[CH2:13][CH:12]3[CH2:14][CH:9]2[CH2:10][NH:11]3)[CH:19]=[CH:20][CH:21]=1 |f:3.4|. Procedure details: To a mixture containing 2,5-Diaza-bicyclo[2.2.1]heptane-2-carboxylic acid tert-butyl ester (100 mg, 0.5 mmol), 3-fluoro-phenylbromide (103.8 mg, 0.6 mmol), Pd(AcO) (8 mg, 0.03 mmol), 2-(di-t-butylphosphino)biphenyl (20 mg, 0.07 mmol) and sodium t-butoxide (100 mg, 1 mmol) in toluene (3 mL) was degassed with Ar. The reaction mixture was heated at 50 C for overnight. At the end of reaction, ethyl acetate was added and the mixture was filter through celite. After removal of solvent, TFA was added t... Reactants: Cc1cc(Br)c2cnn(-c3ccccc3)c2c1, CC(C)(C)[O-], Cc1ccccc1, CC(C)(CC(O)(CN)C(F)(F)F)c1cccc2c1OCC2, [Na+], O=C(C=Cc1ccccc1)C=Cc1ccccc1, O=C(C=Cc1ccccc1)C=Cc1ccccc1, O=C(C=Cc1ccccc1)C=Cc1ccccc1, [Pd], [Pd]. The product is Cc1cc(NCC(O)(CC(C)(C)c2cccc3c2OCC3)C(F)(F)F)c2cnn(-c3ccccc3)c2c1. As a reaction SMILES: [Br:22][c:23]1[c:24]2[cH:25][n:26][n:27](-[c:33]3[cH:34][cH:35][cH:36][cH:37][cH:38]3)[c:28]2[cH:29][c:30]([CH3:32])[cH:31]1.[CH3:39][C:40]([CH3:41])([O-:42])[CH3:43].[CH3:45][c:46]1[cH:47][cH:48][cH:49][cH:50][cH:51]1.[NH2:1][CH2:2][C:3]([C:4]([F:5])([F:6])[F:7])([CH2:8][C:9]([CH3:10])([CH3:11])[c:12]1[cH:13][cH:14][cH:15][c:16]2[c:20]1[O:19][CH2:18][CH2:17]2)[OH:21].[Na+:44].[O:54]=[C:55]([CH:56]=[CH:57][c:58]1[cH:59][cH:60][cH:61][cH:62][cH:63]1)[CH:64]=[CH:65][c:66]1[cH:67][cH:68][cH:69][cH:70][cH:71]1.[O:72]=[C:73]([CH:74]=[CH:75][c:76]1[cH:77][cH:78][cH:79][cH:80][cH:81]1)[CH:82]=[CH:83][c:84]1[cH:85][cH:86][cH:87][cH:88][cH:89]1.[O:90]=[C:91]([CH:92]=[CH:93][c:94]1[cH:95][cH:96][cH:97][cH:98][cH:99]1)[CH:100]=[CH:101][c:102]1[cH:103][cH:104][cH:105][cH:106][cH:107]1.[Pd:52].[Pd:53]>>[NH:1]([CH2:2][C:3]([C:4]([F:5])([F:6])[F:7])([CH2:8][C:9]([CH3:10])([CH3:11])[c:12]1[cH:13][cH:14][cH:15][c:16]2[c:20]1[O:19][CH2:18][CH2:17]2)[OH:21])[c:23]1[c:24]2[cH:25][n:26][n:27](-[c:33]3[cH:34][cH:35][cH:36][cH:37][cH:38]3)[c:28]2[cH:29][c:30]([CH3:32])[cH:31]1. The reactants are O[C@H](C)[C@@H]1[C@@H]2N(C(=C([C@@H]2C)C=2[N+]=3C(SC2)=CN(C3)C)C(=O)OCC3=CC=C(C=C3)[N+](=O)[O-])C1=O (4-nitrobenzyl (1S,5R,6S)-6-((1R)-1-hydroxyethyl)-1-methyl-2-(6-methylimidazo[5,1-b]thiazolium-3-yl)-1-carbapen-2-em-3-carboxylate), ( 1/15 ), P(=O)([O-])([O-])[O-] (phosphate). Reagents/catalysts: [Pd] (Pd-C). Run in C1CCOC1 (THF). Reaction conditions: time 3.5 hour. The product is O[C@H](C)[C@@H]1[C@@H]2N(C(=C([C@@H]2C)C=2[N+]=3C(SC2)=CN(C3)C)C(=O)[O-])C1=O ((1S,5R,6S)-6-((1R)-1-hydroxyethyl)-1-methyl-2-(6-methylimidazo[5,1-b]thiazolium-3-yl)-1-carbapen-2-em-3-carboxylate). Yield: 19.1%. As a reaction SMILES: [OH:1][C@@H:2]([C@H:4]1[C:33](=[O:34])[N:6]2[C:7]([C:20]([O:22]CC3C=CC([N+]([O-])=O)=CC=3)=[O:21])=[C:8]([C:11]3[N+:12]4[C:13](=[CH:16][N:17]([CH3:19])[CH:18]=4)[S:14][CH:15]=3)[C@H:9]([CH3:10])[C@H:5]12)[CH3:3].P([O-])([O-])([O-])=O>C1COCC1.[Pd]>[OH:1][C@@H:2]([C@H:4]1[C:33](=[O:34])[N:6]2[C:7]([C:20]([O-:22])=[O:21])=[C:8]([C:11]3[N+:12]4[C:13](=[CH:16][N:17]([CH3:19])[CH:18]=4)[S:14][CH:15]=3)[C@H:9]([CH3:10])[C@H:5]12)[CH3:3]. Procedure details: To a solution of 60.5 mg of 4-nitrobenzyl (1S,5R,6S)-6-((1R)-1-hydroxyethyl)-1-methyl-2-(6-methylimidazo[5,1-b]thiazolium-3-yl)-1-carbapen-2-em-3-carboxylate in 1.8 ml of THF and 1.8 ml of {fraction (1/15)} M phosphate buffer (pH 6.8) was added 71 mg of 10% Pd-C. The reactor was purged with hydrogen, and the reaction mixture was stirred at room temperature for 3.5 hours. The catalyst was collected by filtration through Celite, and washed with water. The filtrate was washed with 20 ml of ethyl ac... The reactants are C(C)(C)N1C(N(C2=C1C=CC=C2)CC2=NC1=C(N2CCC(C)C)C=CC(=C1)C(=O)O)=O (2-(3-isopropyl-2-oxo-2,3-dihydro-benzoimidazol-1-ylmethyl)-1-(3-methyl-butyl)-1H-benzoimidazole-5 carboxylic acid), C(CCl)Cl (EDC), CNC (dimethylamine). Reagents/catalysts: CN(C)C=1C=CN=CC1 (DMAP). Reaction conditions: time 12 hour. Yields the product CN(C(=O)C1=CC2=C(N(C(=N2)CN2C(N(C3=C2C=CC=C3)C(C)C)=O)CCC(C)C)C=C1)C (2-(3-isopropyl-2-oxo-2,3-dihydro-benzoimidazol-1-ylmethyl)-1-(3-methyl-butyl)-1H-benzoimidazole-5-carboxylic acid dimethylamide). Yield: 49.0%. Reaction SMILES: [CH:1]([N:4]1[C:8]2[CH:9]=[CH:10][CH:11]=[CH:12][C:7]=2[N:6]([CH2:13][C:14]2[N:18]([CH2:19][CH2:20][CH:21]([CH3:23])[CH3:22])[C:17]3[CH:24]=[CH:25][C:26]([C:28]([OH:30])=O)=[CH:27][C:16]=3[N:15]=2)[C:5]1=[O:31])([CH3:3])[CH3:2].C(Cl)CCl.[CH3:36][NH:37][CH3:38]>CN(C1C=CN=CC=1)C>[CH3:36][N:37]([CH3:38])[C:28]([C:26]1[CH:25]=[CH:24][C:17]2[N:18]([CH2:19][CH2:20][CH:21]([CH3:23])[CH3:22])[C:14]([CH2:13][N:6]3[C:7]4[CH:12]=[CH:11][CH:10]=[CH:9][C:8]=4[N:4]([CH:1]([CH3:3])[CH3:2])[C:5]3=[O:31])=[N:15][C:16]=2[CH:27]=1)=[O:30]. Reported procedure: A mixture of 2-(3-isopropyl-2-oxo-2,3-dihydro-benzoimidazol-1-ylmethyl)-1-(3-methyl-butyl)-1H-benzoimidazole-5 carboxylic acid (42 mg, 0.1 mmol), EDC (23 mg, 0.12 mmol), DMAP (14 mg, 0.12 mmol) and dimethylamine (1M in THF, 0.12 mL) was stirred for 12 h at ambient temperature. The solvent was evaporated and the residue purified by prep-HPLC (gradient 10%-100% B) to give 22 mg (49%) of 2-(3-isopropyl-2-oxo-2,3-dihydro-benzoimidazol-1-ylmethyl)-1-(3-methyl-butyl)-1H-benzoimidazole-5-carboxylic aci...